From a dataset of the Open Reaction Database (ORD), a public repository of structured organic reaction records. describe an organic reaction: reactants, conditions, products, and yield Starting materials: Fc1ccc(Br)cc1F, C1CCOC1, [Mg]. Yields the product [Br-], Fc1ccc([Mg+])cc1F. As a reaction SMILES: [Br:2][c:3]1[cH:4][c:5]([F:10])[c:6]([F:9])[cH:7][cH:8]1.[CH2:11]1[O:12][CH2:13][CH2:14][CH2:15]1.[Mg:1]>>[Br-:2].[Mg+:1][c:3]1[cH:4][c:5]([F:10])[c:6]([F:9])[cH:7][cH:8]1. Starting materials: C(C)(=O)O[C@H]1CC([C@]2(CC)[C@@H]1[C@@H]1CCC3=CC(CC[C@@H]3[C@H]1CC2)=O)=O (15α-acetoxy-18-methyl-4-estrene-3,17-dione), COC(C)(C)OC (2,2-dimethoxypropane), S(=O)(=O)([O-])C1=CC=C(C)C=C1.[NH+]1=CC=CC=C1 (pyridinium tosylate), solid, C([O-])(O)=O.[Na+] (sodium bicarbonate), ice water. Run in CN(C=O)C (dimethylformamide), CO (methanol). Run at time 3.5 hour. The product is C(C)(=O)O[C@H]1CC([C@]2(CC)[C@@H]1[C@@H]1CC=C3C=C(CC[C@@H]3[C@H]1CC2)OC)=O (15α-Acetoxy-3-methoxy-18-methyl-3,5-estradien-17-one). Reaction SMILES: [C:1]([O:4][C@@H:5]1[C@H:11]2[C@H:12]3[C@H:21]([CH2:22][CH2:23][C@:8]2([CH2:9][CH3:10])[C:7](=[O:25])[CH2:6]1)[C@@H:20]1[C:15](=[CH:16][C:17](=[O:24])[CH2:18][CH2:19]1)[CH2:14][CH2:13]3)(=[O:3])[CH3:2].[CH3:26]OC(OC)(C)C.S(C1C=CC(C)=CC=1)([O-])(=O)=O.[NH+]1C=CC=CC=1.C(=O)(O)[O-].[Na+]>CN(C)C=O.CO>[C:1]([O:4][C@@H:5]1[C@H:11]2[C@H:12]3[C@H:21]([CH2:22][CH2:23][C@:8]2([CH2:9][CH3:10])[C:7](=[O:25])[CH2:6]1)[C@@H:20]1[C:15]([CH:16]=[C:17]([O:24][CH3:26])[CH2:18][CH2:19]1)=[CH:14][CH2:13]3)(=[O:3])[CH3:2] |f:2.3,4.5|. Reported procedure: 60.0 g of 15α-acetoxy-18-methyl-4-estrene-3,17-dione in 500 ml of dimethylformamide is stirred with 500 ml of 2,2-dimethoxypropane, 20 ml of methanol and 6.0 g of pyridinium tosylate at 110° C. under argon. After 3.5 hours, 9.0 g of solid sodium bicarbonate is added, the reaction mixture is stirred into 10 liters of ice/water, the precipitated product is suctioned off, washed repeatedly with water, and dried under vacuum at 70° C. The crude product is suspended in 375 ml of methanol and stirred ... Reactants: O1C(COC2=CC=C(NC3=NC=NC(=C3)N(C3=C(C=CC(=C3)Cl)Cl)CCC#N)C=C2)C1 (4-{4-[2,3-epoxypropoxy]anilino}-6-[N-(2-cyanoethyl)-2,5-dichloroanilino]pyrimidine), CNC (dimethylamine), O (water). Procedure: To a solution of 4-{4-[2,3-epoxypropoxy]anilino}-6-[N-(2-cyanoethyl)-2,5-dichloroanilino]pyrimidine (Reference Example 7, 396 mg) in DMF (2 ml) was added dimethylamine (2M in MeOH, 3.5 ml) and the reaction stirred for 6 hours. The mixture was poured into water and extracted with EtOAc. The organic extract was dried (MgSO4) and evaporated. The residue was purified by column chromatography eluting with DCM:MeOH:concentrated ammonia; 91:8:1 to give the product (366 mg, 84%) as a colourless oil. NMR... Conditions: time 6 hour. The yield is 84.0%. The product is CN(C)CC(COC1=CC=C(NC2=NC=NC(=C2)N(C2=C(C=CC(=C2)Cl)Cl)CCC#N)C=C1)O (4-{4-[3-(N,N-Dimethyl)amino-2-hydroxypropoxy]anilino}-6-[N-(2-cyanoethyl)-2,5-dichloroanilino]pyrimidine). Solvent: CN(C)C=O (DMF). RXN SMILES: [O:1]1[CH2:31][CH:2]1[CH2:3][O:4][C:5]1[CH:30]=[CH:29][C:8]([NH:9][C:10]2[CH:15]=[C:14]([N:16]([CH2:25][CH2:26][C:27]#[N:28])[C:17]3[CH:22]=[C:21]([Cl:23])[CH:20]=[CH:19][C:18]=3[Cl:24])[N:13]=[CH:12][N:11]=2)=[CH:7][CH:6]=1.[CH3:32][NH:33][CH3:34].O>CN(C=O)C>[CH3:32][N:33]([CH2:31][CH:2]([OH:1])[CH2:3][O:4][C:5]1[CH:30]=[CH:29][C:8]([NH:9][C:10]2[CH:15]=[C:14]([N:16]([CH2:25][CH2:26][C:27]#[N:28])[C:17]3[CH:22]=[C:21]([Cl:23])[CH:20]=[CH:19][C:18]=3[Cl:24])[N:13]=[CH:12][N:11]=2)=[CH:7][CH:6]=1)[CH3:34]. Starting materials: N1=CC=CC=C1 (Pyridine), NC1=CC(=CC=C1)OCCC1=CC=C(C=C1)C#N (Amino-3-[2-(4-cyanophenyl)ethoxy]benzene), ClC1=C(C=CC=C1)S(=O)(=O)Cl (2-chlorobenzenesulfonyl chloride). The solvent is C(Cl)Cl (CH2Cl2). Product: C(#N)C1=CC=C(C=C1)CCOC=1C=C(C=CC1)NS(=O)(=O)C1=C(C=CC=C1)Cl (N-{3-[2-(4-Cyanophenyl)ethoxy]phenyl}-2-chlorobenzenesulfonamide). Isolated yield 36.6%. As a reaction SMILES: N1C=CC=CC=1.[NH2:7][C:8]1[CH:13]=[CH:12][CH:11]=[C:10]([O:14][CH2:15][CH2:16][C:17]2[CH:22]=[CH:21][C:20]([C:23]#[N:24])=[CH:19][CH:18]=2)[CH:9]=1.[Cl:25][C:26]1[CH:31]=[CH:30][CH:29]=[CH:28][C:27]=1[S:32](Cl)(=[O:34])=[O:33]>C(Cl)Cl>[C:23]([C:20]1[CH:19]=[CH:18][C:17]([CH2:16][CH2:15][O:14][C:10]2[CH:9]=[C:8]([NH:7][S:32]([C:27]3[CH:28]=[CH:29][CH:30]=[CH:31][C:26]=3[Cl:25])(=[O:34])=[O:33])[CH:13]=[CH:12][CH:11]=2)=[CH:22][CH:21]=1)#[N:24]. Procedure: Pyridine (0.255 mL; 3.15 mmol) was added to a stirred solution of amino-3-[2-(4-cyanophenyl)ethoxy]benzene (0.15 g; 0.629 mmol; from step (ii) above) and 2-chlorobenzenesulfonyl chloride (0.173 mL; 0.818 mmol) in CH2Cl2 (4 mL). After 45 minutes at room temperature the solvent was removed in vacuo. To remove traces of pyridine, EtOH was added and evaporated. The residue was partitioned between water and EtOAc. The organic layer was washed with 0.1M aqueous HCl and brine, dried (Na2SO4) and the so... The reactants are COC(=O)C=1C(=C2C=C(C(N(C2=C(N1)C=1C=NC(=NC1)OCC)CC1CCCCC1)=O)C1=CC=CC=C1)O (1-cyclohexylmethyl-8-(2-ethoxy-pyrimidin-5-yl)-5-hydroxy-2-oxo-3-phenyl-1,2-dihydro-[1,7]naphthyridine-6-carboxylic acid methyl ester), NCCC(=O)O (β-alanine), C[O-].[Na+] (NaOMe). Solvent: C(=O)(O)[O-].[Na+] (NaHCO3). Product: C1(CCCCC1)CN1C(=C(C2=CC(C(NC2=C1C=1C=NC(=NC1)OCC)=O)C1=CC=CC=C1)O)C(=O)NCCC(=O)O (3-{[7-Cyclohexylmethyl-8-(2-ethoxy-pyrimidin-5-yl)-5-hydroxy-2-oxo-3-phenyl-1,2-dihydro-[1,7]naphthyridine-6-carbonyl]amino}-propionic acid). The yield is 76.9%. Reaction SMILES: CO[C:3]([C:5]1[C:6]([OH:38])=[C:7]2[C:12](=[C:13]([C:15]3[CH:16]=[N:17][C:18]([O:21][CH2:22][CH3:23])=[N:19][CH:20]=3)[N:14]=1)[N:11](CC1CCCCC1)[C:10](=[O:31])[C:9]([C:32]1[CH:37]=[CH:36][CH:35]=[CH:34][CH:33]=1)=[CH:8]2)=[O:4].[NH2:39][CH2:40][CH2:41][C:42]([OH:44])=[O:43].C[O-].[Na+]>C([O-])(O)=O.[Na+]>[CH:32]1([CH2:9][N:14]2[C:13]([C:15]3[CH:20]=[N:19][C:18]([O:21][CH2:22][CH3:23])=[N:17][CH:16]=3)=[C:12]3[C:7](=[CH:8][CH:9]([C:32]4[CH:37]=[CH:36][CH:35]=[CH:34][CH:33]=4)[C:10](=[O:31])[NH:11]3)[C:6]([OH:38])=[C:5]2[C:3]([NH:39][CH2:40][CH2:41][C:42]([OH:44])=[O:43])=[O:4])[CH2:37][CH2:36][CH2:35][CH2:34][CH2:33]1 |f:2.3,4.5|. Reported procedure: A mixture of 1-cyclohexylmethyl-8-(2-ethoxy-pyrimidin-5-yl)-5-hydroxy-2-oxo-3-phenyl-1,2-dihydro-[1,7]naphthyridine-6-carboxylic acid methyl ester (35 mg, 0.068 mmol), β-alanine (607 mg, 6.8 mmol) and NaOMe solution (11 mL, 5.4 mmol, 0.5 M in MeOH) was refluxed for 16 h. After the mixture was cooled to r.t., the solvent was evaporated in vacuo. The residue was partitioned between EtOAc and water. 1 M HCl was added until pH was about 3-4. The aqueous layer was extracted with additional EtOAc, and... Reactants: [N+](=[N-])=CC(CC1=CC=CC=C1)=O (1-Diazo-3-phenyl-2-propanone), B(F)(F)F.CCOCC (boron trifluoride diethyl etherate), ClCC#N (chloroacetonitrile). Solvent: ClCCl (dichloromethane), ClCCl (dichloromethane). The product is ClCC=1OC(=CN1)CC1=CC=CC=C1 (2-chloromethyl-5-benzyl oxazole). Isolated yield 61.6%. As a reaction SMILES: [N+:1](=[CH:3][C:4](=[O:12])[CH2:5][C:6]1[CH:11]=[CH:10][CH:9]=[CH:8][CH:7]=1)=[N-].B(F)(F)F.CCOCC.[Cl:22][CH2:23][C:24]#N>ClCCl>[Cl:22][CH2:23][C:24]1[O:12][C:4]([CH2:5][C:6]2[CH:11]=[CH:10][CH:9]=[CH:8][CH:7]=2)=[CH:3][N:1]=1 |f:1.2|. Procedure: 1-Diazo-3-phenyl-2-propanone (0.8 g, 5 mmol) in dichloromethane (5 ml) was added to a mixture of boron trifluoride diethyl etherate (1.2 ml, 10 mmol), chloroacetonitrile (6.4 ml, 100 mmol) and dichloromethane (5 ml) at 20° C. After 0.5 h at 20° C. the solution was washed with cold aqueous 20% sodium hydroxide, dried (MgSO4), and evaporated under reduced pressure to give an oil which was purified by chromatography (10 g silica, dichloromethane) to give 2-chloromethyl-5-benzyl oxazole as a yellow ... Reactants: O=C1Cc2cc(Br)ccc2N1, CCN(CC)CCCNC(=O)c1[nH]c(C=O)c(C(C)=O)c1C, CCOC(=O)c1[nH]c(C=O)c(C(C)=O)c1C. The product is CCN(CC)CCCNC(=O)c1[nH]c(C=C2C(=O)Nc3ccc(Br)cc32)c(C(C)=O)c1C. Reaction SMILES: [Br:1][c:2]1[cH:3][c:4]2[c:8]([cH:9][cH:10]1)[NH:7][C:6](=[O:11])[CH2:5]2.[CH2:12]([CH3:13])[N:14]([CH2:15][CH2:16][CH2:17][NH:18][C:19](=[O:20])[c:21]1[nH:22][c:23]([CH:30]=[O:31])[c:24]([C:27]([CH3:28])=[O:29])[c:25]1[CH3:26])[CH2:32][CH3:33].[CH2:34]([O:35][C:36]([c:37]1[nH:38][c:39]([CH:40]=[O:41])[c:42]([C:43](=[O:44])[CH3:45])[c:46]1[CH3:47])=[O:48])[CH3:49]>>[Br:1][c:2]1[cH:3][c:4]2[c:8]([cH:9][cH:10]1)[NH:7][C:6](=[O:11])[C:5]2=[CH:30][c:23]1[nH:22][c:21]([C:19]([NH:18][CH2:17][CH2:16][CH2:15][N:14]([CH2:12][CH3:13])[CH2:32][CH3:33])=[O:20])[c:25]([CH3:26])[c:24]1[C:27]([CH3:28])=[O:29].